This data is from the Open Reaction Database (ORD), a public repository of structured organic reaction records. The task is: describe an organic reaction: reactants, conditions, products, and yield Procedure: 2-bromobenzaldehyde (1 ml) was dissolved in diethyl ether (20 ml) and cooled to −78° C. 4-chlorophenylmagnesium bromide (1M diethyl ether solution, 9 ml) was added thereto and the reaction mixture was stirred for one hour at the same temperature. Saturated ammonium chloride aqueous solution was added thereto and the water layer was extracted with ethyl acetate. The organic layer was dried with anhydrous magnesium sulfate. The solvent was distilled off and the obtained residue was purified by col... Starting materials: ClC1=CC=C(C=C1)[Mg]Br (4-chlorophenylmagnesium bromide), BrC1=C(C=O)C=CC=C1 (2-bromobenzaldehyde), [Cl-].[NH4+] (ammonium chloride). Reaction SMILES: [Br:1][C:2]1[CH:9]=[CH:8][CH:7]=[CH:6][C:3]=1[CH:4]=[O:5].[Cl:10][C:11]1[CH:16]=[CH:15][C:14]([Mg]Br)=[CH:13][CH:12]=1.[Cl-].[NH4+]>C(OCC)C>[Cl:10][C:11]1[CH:16]=[CH:15][C:14]([CH:4]([C:3]2[CH:6]=[CH:7][CH:8]=[CH:9][C:2]=2[Br:1])[OH:5])=[CH:13][CH:12]=1 |f:2.3|. Run in C(C)OCC (diethyl ether). Yields the product ClC1=CC=C(C=C1)C(O)C1=C(C=CC=C1)Br (1-(4-chlorophenyl)-1-(2-bromophenyl)methanol). Conditions: temperature -78 celsius, time 1 hour.